This data is from the Open Reaction Database (ORD), a public repository of structured organic reaction records. The task is: describe an organic reaction: reactants, conditions, products, and yield RXN SMILES: [CH2:1]([O:2][C:3](=[O:4])[NH:11][CH:12]1[C:13](=[O:24])[N:14]([P:18](=[O:19])([NH:20][CH3:21])[NH:22][CH3:23])[CH2:15][CH2:16][CH2:17]1)[c:5]1[cH:6][cH:7][cH:8][cH:9][cH:10]1.[CH3:25][OH:26].[Pd:27]>>[NH2:11][CH:12]1[C:13](=[O:24])[N:14]([P:18](=[O:19])([NH:20][CH3:21])[NH:22][CH3:23])[CH2:15][CH2:16][CH2:17]1. Yields the product CNP(=O)(NC)N1CCCC(N)C1=O. The reactants are CNP(=O)(NC)N1CCCC(NC(=O)OCc2ccccc2)C1=O, CO, [Pd]. Reactants: C1CCOC1, O=C=Nc1ccc(Cl)c(Cl)c1, C=CCNC(C(=O)OC)c1ccc(O)cc1. Yields the product C=CCN1C(=O)N(c2ccc(Cl)c(Cl)c2)C(=O)C1c1ccc(O)cc1. RXN SMILES: [CH2:28]1[O:29][CH2:30][CH2:31][CH2:32]1.[Cl:1][c:2]1[cH:3][c:4]([N:9]=[C:10]=[O:11])[cH:5][cH:6][c:7]1[Cl:8].[OH:12][c:13]1[cH:14][cH:15][c:16]([CH:19]([C:20](=[O:21])[O:22][CH3:23])[NH:24][CH2:25][CH:26]=[CH2:27])[cH:17][cH:18]1>>[Cl:1][c:2]1[cH:3][c:4]([N:9]2[C:10](=[O:11])[N:24]([CH2:25][CH:26]=[CH2:27])[CH:19]([c:16]3[cH:15][cH:14][c:13]([OH:12])[cH:18][cH:17]3)[C:20]2=[O:21])[cH:5][cH:6][c:7]1[Cl:8].